From a dataset of the Open Reaction Database (ORD), a public repository of structured organic reaction records. describe an organic reaction: reactants, conditions, products, and yield The reactants are C([O-])([O-])=O.[Cs+].[Cs+] (Cesium carbonate), FC=1C=C(C=O)C=CC1F (3,4-difluoro-benzaldehyde), COC=1C=C(C=CC1)O (3-methoxyphenol), O (water). Run in CN(C)C=O (DMF). Conditions: temperature 120 celsius. Yields the product FC=1C=C(C=O)C=CC1OC1=CC(=CC=C1)OC (3-Fluoro-4-(3-methoxy-phenoxy)-benzaldehyde). Isolated yield 57.7%. RXN SMILES: C(=O)([O-])[O-].[Cs+].[Cs+].[F:7][C:8]1[CH:9]=[C:10]([CH:13]=[CH:14][C:15]=1F)[CH:11]=[O:12].[CH3:17][O:18][C:19]1[CH:20]=[C:21]([OH:25])[CH:22]=[CH:23][CH:24]=1.O>CN(C=O)C>[F:7][C:8]1[CH:9]=[C:10]([CH:13]=[CH:14][C:15]=1[O:25][C:21]1[CH:22]=[CH:23][CH:24]=[C:19]([O:18][CH3:17])[CH:20]=1)[CH:11]=[O:12] |f:0.1.2|. Reported procedure: Cesium carbonate (2.757 g, 8.44 mmol) was added to a solution of 3,4-difluoro-benzaldehyde (1.0 g, 7.037 mmol) and 3-methoxyphenol (875 mg, 7.05 mmol) dissolved in DMF (20 mL). The reaction was heated to 120° C. for 24 hours. The reaction mixture was then poured into 300 mL of water and extracted 3 times with 60 mL of ethyl acetate. The combined organic layers were washed with water (2 times), brine, and dried over sodium sulfate. The organic layer was filtered and concentrated under reduced pre... RXN SMILES: [Br:21][CH:22]([C:23](=[O:24])[O:25][C:26]([CH3:27])([CH3:28])[CH3:29])[CH3:30].[C:31](=[O:32])([O-:33])[O-:34].[CH3:37][C:38]#[N:39].[K+:35].[K+:36].[O:1]([c:2]1[cH:3][cH:4][cH:5][cH:6][cH:7]1)[CH2:8][CH2:9][NH:10][C:11]([CH2:12][c:13]1[cH:14][c:15]([OH:19])[cH:16][cH:17][cH:18]1)=[O:20]>>[O:1]([c:2]1[cH:3][cH:4][cH:5][cH:6][cH:7]1)[CH2:8][CH2:9][NH:10][C:11]([CH2:12][c:13]1[cH:14][c:15]([O:19][CH:22]([C:23](=[O:24])[O:25][C:26]([CH3:27])([CH3:28])[CH3:29])[CH3:30])[cH:16][cH:17][cH:18]1)=[O:20]. Reactants: CC(Br)C(=O)OC(C)(C)C, O=C([O-])[O-], CC#N, [K+], [K+], O=C(Cc1cccc(O)c1)NCCOc1ccccc1. Product: CC(Oc1cccc(CC(=O)NCCOc2ccccc2)c1)C(=O)OC(C)(C)C. Starting materials: Cl.CC1=C(OC2=C1C=CC=C2)C(=O)NC2(CCCCC2)C(=O)NC2C(CNCC2)O (4-[N-[1-[N-(3-methyl-benzofuran-2-ylcarbonyl)amino]cyclohexanecarbonyl]amino]-3-piperidinol hydrochloride), BrC1=C(C=CC(=C1)F)C(F)(F)F (1-bromo-2-trifluoromethyl-5-fluorobenzene). Yields the product CC1=C(OC2=C1C=CC=C2)C(=O)NC2(CCCCC2)C(=O)NC2C(CN(CC2)C2=C(C=CC(=C2)F)C(F)(F)F)=O (4-[N-[1-[N-(3-methyl-benzofuran-2-ylcarbonyl)amino]cyclohexanecarbonyl]amino]-1-(5-fluoro-2-trifluoromethylphenyl)piperidin-3-one). As a reaction SMILES: Cl.[CH3:2][C:3]1[C:7]2[CH:8]=[CH:9][CH:10]=[CH:11][C:6]=2[O:5][C:4]=1[C:12]([NH:14][C:15]1([C:21]([NH:23][CH:24]2[CH2:29][CH2:28][NH:27][CH2:26][CH:25]2[OH:30])=[O:22])[CH2:20][CH2:19][CH2:18][CH2:17][CH2:16]1)=[O:13].Br[C:32]1[CH:37]=[C:36]([F:38])[CH:35]=[CH:34][C:33]=1[C:39]([F:42])([F:41])[F:40]>>[CH3:2][C:3]1[C:7]2[CH:8]=[CH:9][CH:10]=[CH:11][C:6]=2[O:5][C:4]=1[C:12]([NH:14][C:15]1([C:21]([NH:23][CH:24]2[CH2:29][CH2:28][N:27]([C:34]3[CH:35]=[C:36]([F:38])[CH:37]=[CH:32][C:33]=3[C:39]([F:40])([F:41])[F:42])[CH2:26][C:25]2=[O:30])=[O:22])[CH2:16][CH2:17][CH2:18][CH2:19][CH2:20]1)=[O:13] |f:0.1|. Procedure: In accordance with the same procedure as in Example 85, except that 4-[N-[1-[N-(3-methyl-benzofuran-2-ylcarbonyl)amino]cyclohexanecarbonyl]amino]-3-piperidinol hydrochloride was used instead of 4-[N-[1-[N-(furan-2-ylcarbonyl)amino]cyclohexanecarbonyl]amino]-3-piperidinol hydrochloride and 1-bromo-2-trifluoromethyl-5-fluorobenzene was used instead of 1-bromotoluene in Step 1 thereof, 128 mg of the titled compound was prepared. Starting materials: BrC1=CC=C2C(=CC(OC2=C1)=O)O (7-bromo-4-hydroxy-2H-chromen-2-one), BrC1=CC=C2C(=CC(OC2=C1)=O)O (7-bromo-4-hydroxy-2H-chromen-2-one), C([O-])(O)=O.[Na+] (sodium bicarbonate), [Na] (Sodium), Cl.NO (hydroxylamine hydrochloride). Solvent: C(C)O (ethanol), C(C)O (ethanol), ClCCl (dichloromethane), O (Water). The product is BrC1=CC2=C(C(=NO2)CC(=O)O)C=C1 ((6-Bromo-1,2-benzisoxazol-3-yl)acetic acid). The yield is 76.8%. RXN SMILES: [Na].Cl.[NH2:3][OH:4].[Br:5][C:6]1[CH:15]=[C:14]2[C:9]([C:10](O)=[CH:11][C:12](=[O:16])[O:13]2)=[CH:8][CH:7]=1.C(=O)(O)[O-].[Na+]>C(O)C.ClCCl.O>[Br:5][C:6]1[CH:7]=[CH:8][C:9]2[C:10]([CH2:11][C:12]([OH:16])=[O:13])=[N:3][O:4][C:14]=2[CH:15]=1 |f:1.2,4.5,^1:0|. Procedure: Sodium metal (0.36 g) was dissolved in dry ethanol (30 ml) then treated with hydroxylamine hydrochloride (1.12 g). A solution of 7-bromo-4-hydroxy-2H-chromen-2-one (Intermediate 31) (1.3 g) in dry ethanol (30 ml) was added and the mixture was stirred at reflux under nitrogen for 3.5 h. On cooling the mixture was added to 2M aqueous sodium bicarbonate (100 ml). Water (100 ml) and dichloromethane (100 ml) were added, the phases were separated and the aqueous layer was washed with more dichlorometh...